From a dataset of the Open Reaction Database (ORD), a public repository of structured organic reaction records. describe an organic reaction: reactants, conditions, products, and yield Reactants: C(C)(=O)O[BH-](OC(C)=O)OC(C)=O.[Na+] (sodium triacetoxyborohydride), C(C)(=O)[O-].[Na+] (sodium acetate), C(C)C1=C(C=CC=C1C=1SC(=NN1)C1=CC(=C(C=C1)OC(C)C)C(F)(F)F)CC=O ((2-ethyl-3-{5-[4-[(1-methylethyl)oxy]-3-(trifluoromethyl)phenyl]-1,3,4-thiadiazol-2-yl}phenyl)acetaldehyde), N1CC(C1)C(=O)OC (methyl 3-azetidinecarboxylate). Run in CC(=O)O (AcOH), O (Water), CO (methanol), ClCCl (dichloromethane). Run at time 10 minute. Product: C(C)C1=C(C=CC=C1C=1SC(=NN1)C1=CC(=C(C=C1)OC(C)C)C(F)(F)F)CCN1CC(C1)C(=O)OC (methyl 1-[2-(2-ethyl-3-{5-[4-[(1-methylethyl)oxy]-3-(trifluoromethyl)phenyl]-1,3,4-thiadiazol-2-yl}phenyl)ethyl]-3-azetidinecarboxylate). Yield: 50.9%. As a reaction SMILES: [CH2:1]([C:3]1[C:8]([C:9]2[S:10][C:11]([C:14]3[CH:19]=[CH:18][C:17]([O:20][CH:21]([CH3:23])[CH3:22])=[C:16]([C:24]([F:27])([F:26])[F:25])[CH:15]=3)=[N:12][N:13]=2)=[CH:7][CH:6]=[CH:5][C:4]=1[CH2:28][CH:29]=O)[CH3:2].[NH:31]1[CH2:34][CH:33]([C:35]([O:37][CH3:38])=[O:36])[CH2:32]1.C([O-])(=O)C.[Na+].C(O[BH-](OC(=O)C)OC(=O)C)(=O)C.[Na+]>CO.ClCCl.O.CC(O)=O>[CH2:1]([C:3]1[C:8]([C:9]2[S:10][C:11]([C:14]3[CH:19]=[CH:18][C:17]([O:20][CH:21]([CH3:22])[CH3:23])=[C:16]([C:24]([F:26])([F:27])[F:25])[CH:15]=3)=[N:12][N:13]=2)=[CH:7][CH:6]=[CH:5][C:4]=1[CH2:28][CH2:29][N:31]1[CH2:34][CH:33]([C:35]([O:37][CH3:38])=[O:36])[CH2:32]1)[CH3:2] |f:2.3,4.5|. Reported procedure: To a solution of (2-ethyl-3-{5-[4-[(1-methylethyl)oxy]-3-(trifluoromethyl)phenyl]-1,3,4-thiadiazol-2-yl}phenyl)acetaldehyde (D19) (40 mg) and methyl 3-azetidinecarboxylate (53.0 mg) in methanol (10 mL) stirred at room temperature was added sodium acetate (37.8 mg) and AcOH (0.026 mL). The reaction mixture was stirred at room temperature for 10 min. The residue was dissolved in dichloromethane (DCM) (10 mL), and sodium triacetoxyborohydride (58.5 mg) was added. Stirring continued for overnight. W...